This data is from the Open Reaction Database (ORD), a public repository of structured organic reaction records. The task is: describe an organic reaction: reactants, conditions, products, and yield The reactants are CCO, Cl, NCCCCC(N)C(=O)NC(CC=CCC(=O)O)C(=O)O, [Pd]. Product: NCCCCC(N)C(=O)NC(CCCCC(=O)O)C(=O)O. As a reaction SMILES: [CH3:23][CH2:24][OH:25].[ClH:22].[NH2:1][CH:2]([CH2:3][CH2:4][CH2:5][CH2:6][NH2:7])[C:8](=[O:9])[NH:10][CH:11]([CH2:12][CH:13]=[CH:14][CH2:15][C:16](=[O:17])[OH:18])[C:19](=[O:20])[OH:21].[Pd:26]>>[NH2:1][CH:2]([CH2:3][CH2:4][CH2:5][CH2:6][NH2:7])[C:8](=[O:9])[NH:10][CH:11]([CH2:12][CH2:13][CH2:14][CH2:15][C:16](=[O:17])[OH:18])[C:19](=[O:20])[OH:21]. The reactants are O=C(Cl)c1ccccc1, ClCCl, Cl, COCC1CN(c2ccc(C3CCC(O)CC3)cc2)C(=O)O1, c1ccncc1. The product is COCC1CN(c2ccc(C3CCC(OC(=O)c4ccccc4)CC3)cc2)C(=O)O1. As a reaction SMILES: [C:23]([c:24]1[cH:25][cH:26][cH:27][cH:28][cH:29]1)(=[O:30])[Cl:31].[CH2:33]([Cl:34])[Cl:35].[ClH:32].[OH:1][CH:2]1[CH2:3][CH2:4][CH:5]([c:8]2[cH:9][cH:10][c:11]([N:14]3[C:15](=[O:22])[O:16][CH:17]([CH2:19][O:20][CH3:21])[CH2:18]3)[cH:12][cH:13]2)[CH2:6][CH2:7]1.[cH:36]1[cH:37][cH:38][n:39][cH:40][cH:41]1>>[O:1]([CH:2]1[CH2:3][CH2:4][CH:5]([c:8]2[cH:9][cH:10][c:11]([N:14]3[C:15](=[O:22])[O:16][CH:17]([CH2:19][O:20][CH3:21])[CH2:18]3)[cH:12][cH:13]2)[CH2:6][CH2:7]1)[C:23]([c:24]1[cH:25][cH:26][cH:27][cH:28][cH:29]1)=[O:30]. The reactants are C(=O)(O)[O-].[Na+] (NaHCO3), II (iodine), [I-].[K+] (potassium iodide), C(C)OC(=O)C1=C(N(C2=C1CCC1=CN=C(N=C21)N)C)C(=O)O (8-amino-1-methyl-4,5-dihydro-1H-1,7,9-triaza -cyclopenta[a]naphthalene-2,3-dicarboxylic acid 3-ethyl ester). Run in C(Cl)Cl (DCM), O (water). Reaction conditions: temperature 50 celsius. The product is C(C)OC(=O)C1=C(N(C2=C1CCC1=CN=C(N=C21)N)C)I (8-Amino-2-iodo-1-methyl-4,5-dihydro-1H-1,7,9-triaza -cyclopenta[a]naphthalene-3-carboxylic acid ethyl ester). Isolated yield 30.0%. As a reaction SMILES: [CH2:1]([O:3][C:4]([C:6]1[C:10]2[CH2:11][CH2:12][C:13]3[C:18]([C:9]=2[N:8]([CH3:20])[C:7]=1C(O)=O)=[N:17][C:16]([NH2:19])=[N:15][CH:14]=3)=[O:5])[CH3:2].C([O-])(O)=O.[Na+].[I:29]I.[I-].[K+]>C(Cl)Cl.O>[CH2:1]([O:3][C:4]([C:6]1[C:10]2[CH2:11][CH2:12][C:13]3[C:18]([C:9]=2[N:8]([CH3:20])[C:7]=1[I:29])=[N:17][C:16]([NH2:19])=[N:15][CH:14]=3)=[O:5])[CH3:2] |f:1.2,4.5|. Procedure: To a solution of 8-amino-1-methyl-4,5-dihydro-1H-1,7,9-triaza -cyclopenta[a]naphthalene-2,3-dicarboxylic acid 3-ethyl ester N7 (3.16 mmol) in a mixture of DCM (10 mL) and water (10 mL), under vigorous stirring at 50° C., NaHCO3 (9.48 mmol) and an aqueous solution (4 mL) of iodine (4.1 mmol) and potassium iodide (7.58 mmol) was added. The mixture was heated at 50° C. for 3 h, cooled to rt and the organic layer was separated and washed with aq NaHSO3. The organic phase was dried (Na2SO4) and evapo... The reactants are COC1=NC=CC2=C1C(=CN2C(COC)CC)C2=CC=C(C#N)C=C2 (4-(4-methoxy-1-(1-methoxybutan-2-yl)-1H-pyrrolo[3,2-c]pyridin-3-yl)benzonitrile), [I-].[Na+] (sodium iodide), Cl[Si](C)(C)C (chloro(trimethyl)silane), C(O)([O-])=O.[Na+] (sodium hydrogencarbonate). Solvent: C(C)#N (acetonitrile). Reaction conditions: temperature 50 celsius, time 8 hour. Yields the product COCC(CC)N1C=C(C=2C(NC=CC21)=O)C2=CC=C(C#N)C=C2 (4-(1-(1-methoxybutan-2-yl)-4-oxo-4,5-dihydro-1H-pyrrolo[3,2-c]pyridin-3-yl)benzonitrile). The yield is 72.0%. RXN SMILES: C[O:2][C:3]1[C:8]2[C:9]([C:18]3[CH:25]=[CH:24][C:21]([C:22]#[N:23])=[CH:20][CH:19]=3)=[CH:10][N:11]([CH:12]([CH2:16][CH3:17])[CH2:13][O:14][CH3:15])[C:7]=2[CH:6]=[CH:5][N:4]=1.[I-].[Na+].Cl[Si](C)(C)C.C(=O)([O-])O.[Na+]>C(#N)C>[CH3:15][O:14][CH2:13][CH:12]([N:11]1[C:7]2[CH:6]=[CH:5][NH:4][C:3](=[O:2])[C:8]=2[C:9]([C:18]2[CH:19]=[CH:20][C:21]([C:22]#[N:23])=[CH:24][CH:25]=2)=[CH:10]1)[CH2:16][CH3:17] |f:1.2,4.5|. Procedure details: To a solution of 4-(4-methoxy-1-(1-methoxybutan-2-yl)-1H-pyrrolo[3,2-c]pyridin-3-yl)benzonitrile (38.0 mg) in acetonitrile (3 mL) were added sodium iodide (42.5 mg) and chloro(trimethyl)silane (0.144 mL), and the mixture was stirred overnight at 50° C. To the reaction mixture was added saturated aqueous sodium hydrogencarbonate solution, and the mixture was extracted with ethyl acetate. The organic layer was washed with saturated brine, dried over anhydrous sodium sulfate, and concentrated under...